Dataset: the Open Reaction Database (ORD), a public repository of structured organic reaction records. Task: describe an organic reaction: reactants, conditions, products, and yield The reactants are C([O-])([O-])=O.[Cs+].[Cs+] (cesium carbonate), ClC1=C(C=C(C(=N1)N[C@H]1[C@H](CCCC1)NC(OC(C)(C)C)=O)F)C#N (tert-butyl (1S,2R)-2-(6-chloro-5-cyano-3-fluoropyridin-2-ylamino)cyclohexylcarbamate), NC=1C=NC=C(C1)F (3-amino-5-fluoropyridine). Reagents/catalysts: CC(C)(C)P([C-]1C=CC=C1)C(C)(C)C.C1=CC=C(C=C1)[C-]2C(=C(C(=C2C3=CC=CC=C3)C4=CC=CC=C4)C5=CC=CC=C5)C6=CC=CC=C6.[Fe+2] (Q-Phos), C=1C=CC(=CC1)/C=C/C(=O)/C=C/C2=CC=CC=C2.C=1C=CC(=CC1)/C=C/C(=O)/C=C/C2=CC=CC=C2.[Pd] (Pd(dba)2). Solvent: C1(=CC=CC=C1)C (toluene). Conditions: time 3 minute. Yields the product N[C@@H]1[C@@H](CCCC1)NC1=NC(=C(C(=O)N)C=C1F)NC=1C=NC=C(C1)F (6-((1R,2S)-2-aminocyclohexylamino)-5-fluoro-2-(5-fluoropyridin-3-ylamino)nicotinamide), C(#N)C=1C=C(C(=NC1NC=1C=NC=C(C1)F)N[C@H]1[C@H](CCCC1)NC(OC(C)(C)C)=O)F (tert-butyl (1S,2R)-2-(5-cyano-3-fluoro-6-(5-fluoropyridin-3-ylamino)pyridin-2-ylamino)cyclohexylcarbamate). RXN SMILES: Cl[C:2]1[N:7]=[C:6]([NH:8][C@@H:9]2[CH2:14][CH2:13][CH2:12][CH2:11][C@@H:10]2[NH:15][C:16](=[O:22])[O:17][C:18]([CH3:21])([CH3:20])[CH3:19])[C:5]([F:23])=[CH:4][C:3]=1[C:24]#[N:25].[NH2:26][C:27]1[CH:28]=[N:29][CH:30]=[C:31]([F:33])[CH:32]=1.C(=O)([O-])[O-:35].[Cs+].[Cs+]>CC(P(C(C)(C)C)[C-]1C=CC=C1)(C)C.C1C=CC([C-]2C(C3C=CC=CC=3)=C(C3C=CC=CC=3)C(C3C=CC=CC=3)=C2C2C=CC=CC=2)=CC=1.[Fe+2].C1C=CC(/C=C/C(/C=C/C2C=CC=CC=2)=O)=CC=1.C1C=CC(/C=C/C(/C=C/C2C=CC=CC=2)=O)=CC=1.[Pd].C1(C)C=CC=CC=1>[NH2:15][C@H:10]1[CH2:11][CH2:12][CH2:13][CH2:14][C@H:9]1[NH:8][C:6]1[C:5]([F:23])=[CH:4][C:3]([C:24]([NH2:25])=[O:35])=[C:2]([NH:26][C:27]2[CH:28]=[N:29][CH:30]=[C:31]([F:33])[CH:32]=2)[N:7]=1.[C:24]([C:3]1[CH:4]=[C:5]([F:23])[C:6]([NH:8][C@@H:9]2[CH2:14][CH2:13][CH2:12][CH2:11][C@@H:10]2[NH:15][C:16](=[O:22])[O:17][C:18]([CH3:21])([CH3:20])[CH3:19])=[N:7][C:2]=1[NH:26][C:27]1[CH:28]=[N:29][CH:30]=[C:31]([F:33])[CH:32]=1)#[N:25] |f:2.3.4,5.6.7,8.9.10|. Procedure details: To a clean 100 mL flask were added to following reagents: (tert-butyl (1S,2R)-2-(6-chloro-5-cyano-3-fluoropyridin-2-ylamino)cyclohexylcarbamate (100 mg, 0.27 mmol), 3-amino-5-fluoropyridine (61 mg, 0.54 mmol), fine-powder cesium carbonate (264 mg, 0.81 mmol), Q-Phos (1,2,3,4,5-pentaphenyl-1′-(di-tert-butylphosphino)ferrocene) (40 mg, 0.054 mmol; Aldrich #675784) and Pd(dba)2 (bis(dibenzylideneacetone)palladium(0)) (64 mg, 0.11 mmol; Aldrich #227994). To the mixture was then added 15 mL toluene. ... Starting materials: BrC1=CC=C2C=CC3=CC=CC4=CC=C1C2=C34 (1-bromopyrene), CCOC(=O)C (EtOAc), [Si](C)(C)(C(C)(C)C)OCC=1C=C(C=C(C1)CO[Si](C)(C)C(C)(C)C)B(O)O (3,5-bis-tert-butyldimethylsilyloxymethyl Phenylboronic acid). The reagents and catalysts are Cl[Pd]Cl (PdCl2). The solvent is C1CCOC1.O (THF H2O), C1CCOC1.O (THF H2O). Reaction conditions: time 24 hour. Yields the product [Si](C)(C)(C(C)(C)C)OCC=1C=C(C=C(C1)CO[Si](C)(C)C(C)(C)C)C1=C2C=CC3=CC=CC4=CC=C(C=C1)C2=C43 (6-(3,5-bis-tert-butyldimethylsilyloxymethylphenyl)-pyrene). The yield is 122.5%. RXN SMILES: Br[C:2]1[C:15]2[C:16]3=[C:17]4[C:12](=[CH:13][CH:14]=2)[CH:11]=[CH:10][CH:9]=[C:8]4[CH:7]=[CH:6][C:5]3=[CH:4][CH:3]=1.[Si:18]([O:25][CH2:26][C:27]1[CH:28]=[C:29](B(O)O)[CH:30]=[C:31]([CH2:33][O:34][Si:35]([C:38]([CH3:41])([CH3:40])[CH3:39])([CH3:37])[CH3:36])[CH:32]=1)([C:21]([CH3:24])([CH3:23])[CH3:22])([CH3:20])[CH3:19].CCOC(C)=O>C1COCC1.O.Cl[Pd]Cl>[Si:18]([O:25][CH2:26][C:27]1[CH:28]=[C:29]([C:9]2[CH:10]=[CH:11][C:12]3[C:17]4=[C:16]5[C:5](=[CH:4][CH:3]=[CH:2][C:15]5=[CH:14][CH:13]=3)[CH:6]=[CH:7][C:8]=24)[CH:30]=[C:31]([CH2:33][O:34][Si:35]([C:38]([CH3:41])([CH3:40])[CH3:39])([CH3:37])[CH3:36])[CH:32]=1)([C:21]([CH3:24])([CH3:23])[CH3:22])([CH3:20])[CH3:19] |f:3.4|. Reported procedure: 0.122 g (5 mol %) of PdCl2 (dppf) was added to 0.686 g (2.44 mmol) of 1-bromopyrene in a darkroom, and dissolved with 12 ml of THF/H2O. 1.0 g (2.19 mmol) of 3,5-bis-tert-butyldimethylsilyloxymethyl Phenylboronic acid dissolved in 12 ml of THF/H2O was added, 3.66 ml (3 eq) of 2N NaOHaq was injected, the reaction was initiated in a 65° C. oil bath with light shielding, and the mixture was agitated for 24 hours. Strong fluorescence was continued with the naked eye by TLC (Hex:EtOAc=5:1). This was e... Reactants: ON1N=NC2=C1C=CC=C2 (1-hydroxybenzotriazole), Cl.C(C)N=C=NCCCN(C)C (1-ethyl-3-(3-dimethylaminopropyl)carbodiimide hydrochloride), COC1=CC2=C(C[C@@H](SCC2=O)C(=O)O)C=C1OC ((R)-(−)-1,2,4,5-tetrahydro-7,8-dimethoxy-5-oxo-3-benzothiepin-2-carboxylic acid), NC1=CC=C(CP(OCC)(OCC)=O)C=C1 (diethyl 4-aminobenzylphosphonate). Run in ClCCl (dichloromethane), CN(C=O)C (N,N-dimethylformamide), O (water). Run at temperature 0 celsius, time 15 hour. Product: C(C)OP(=O)(OCC)CC1=CC=C(C=C1)NC(=O)[C@@H]1SCC(C2=C(C1)C=C(C(=C2)OC)OC)=O ((2R)-(−)-N-[4-(diethoxyphosphorylmethyl)phenyl]-1,2,4,5-tetrahydro-7,8-dimethoxy-5-oxo-3-benzothiepin-2-carboxamide). The yield is 41.3%. As a reaction SMILES: Cl.C(N=C=NCCCN(C)C)C.[CH3:13][O:14][C:15]1[C:29]([O:30][CH3:31])=[CH:28][C:18]2[CH2:19][C@H:20]([C:25]([OH:27])=O)[S:21][CH2:22][C:23](=[O:24])[C:17]=2[CH:16]=1.[NH2:32][C:33]1[CH:47]=[CH:46][C:36]([CH2:37][P:38](=[O:45])([O:42][CH2:43][CH3:44])[O:39][CH2:40][CH3:41])=[CH:35][CH:34]=1.ON1C2C=CC=CC=2N=N1>ClCCl.CN(C)C=O.O>[CH2:43]([O:42][P:38]([CH2:37][C:36]1[CH:35]=[CH:34][C:33]([NH:32][C:25]([C@H:20]2[CH2:19][C:18]3[CH:28]=[C:29]([O:30][CH3:31])[C:15]([O:14][CH3:13])=[CH:16][C:17]=3[C:23](=[O:24])[CH2:22][S:21]2)=[O:27])=[CH:47][CH:46]=1)([O:39][CH2:40][CH3:41])=[O:45])[CH3:44] |f:0.1|. Reported procedure: A solution of 1-ethyl-3-(3-dimethylaminopropyl)carbodiimide hydrochloride (0.149 g) in dichloromethane (3 ml) was added to a solution of (R)-(−)-1,2,4,5-tetrahydro-7,8-dimethoxy-5-oxo-3-benzothiepin-2-carboxylic acid (0.183 g) and diethyl 4-aminobenzylphosphonate (0.158 g) in N,N-dimethylformamide (DMF) (3 ml) at 0° C., followed by the addition of 1-hydroxybenzotriazole (HOBt) (0.109 g). This mixture was stirred at 0° C. for 1 hour and at room temperature for 15 hours, after which it was poured ...